describe an organic reaction: reactants, conditions, products, and yield From a dataset of the Open Reaction Database (ORD), a public repository of structured organic reaction records. Starting materials: C1(CCCCC1)NC(=O)C1=CC=C(C2=CC=CC=C12)S(NC1CCNCC1)(=O)=O (4-(piperidin-4-ylsulfamoyl)-naphthalene-1-carboxylic acid cyclohexylamide), C(CCC)(=O)Cl (butyryl chloride), ClC(=O)OCC (ethyl chloroformate). The product is C1(=C(C=CC=C1)NC(=O)C1=CC=C(C2=CC=CC=C12)S(NC1CCN(CC1)C(CCC)=O)(=O)=O)C (4-(1-Butyryl-piperidin-4-ylsulfamoyl)-naphthalene-1-carboxylic acid o-tolylamide). As a reaction SMILES: [CH:1]1([NH:7][C:8]([C:10]2[C:19]3[C:14](=[CH:15][CH:16]=[CH:17][CH:18]=3)[C:13]([S:20](=[O:29])(=[O:28])[NH:21][CH:22]3[CH2:27][CH2:26][NH:25][CH2:24][CH2:23]3)=[CH:12][CH:11]=2)=[O:9])[CH2:6][CH2:5][CH2:4][CH2:3][CH2:2]1.[C:30](Cl)(=[O:34])[CH2:31][CH2:32][CH3:33].Cl[C:37](OCC)=O>>[C:2]1([CH3:37])[CH:3]=[CH:4][CH:5]=[CH:6][C:1]=1[NH:7][C:8]([C:10]1[C:19]2[C:14](=[CH:15][CH:16]=[CH:17][CH:18]=2)[C:13]([S:20](=[O:29])(=[O:28])[NH:21][CH:22]2[CH2:23][CH2:24][N:25]([C:30](=[O:34])[CH2:31][CH2:32][CH3:33])[CH2:26][CH2:27]2)=[CH:12][CH:11]=1)=[O:9]. Reported procedure: The title compound was prepared according to the general procedure in Scheme 11, substituting 4-(piperidin-4-ylsulfamoyl)-naphthalene-1-carboxylic acid o-tolylamide for 4-(piperidin-4-ylsulfamoyl)-naphthalene-1-carboxylic acid cyclohexylamide, and butyryl chloride for ethyl chloroformate. Wt.: 29 mg (33%). 1H NMR (300 MHz, CDCl3) δ 8.66 (d, 1H), 8.45 (d, 1H), 8.34 (d, 1H), 8.04 (d, 1H), 7.78 (d, 1H), 7.71 (m, 2H), 7.60 (s, 1H), 7.30 (m, 2H), 7.20 (m, 2H), 4.75 (d, 1H), 4.29 (d, 1H), 3.66 (d, 1H)... Starting materials: Cl.C(C)N(CCCOC1=CC=C(C=C1)[N+](=O)[O-])CCCCCCC (N-ethyl-N-heptyl-3-(4-nitrophenoxy)propanamine hydrochloride). Reagents/catalysts: [Pd] (palladium on carbon). Solvent: CO (methanol). Product: Cl.Cl.C(C)N(CCCOC1=CC=C(C=C1)N)CCCCCCC (4-[3-[Ethyl(heptyl)amino]propoxy]benzenamine dihydrochloride). As a reaction SMILES: [ClH:1].[CH2:2]([N:4]([CH2:18][CH2:19][CH2:20][CH2:21][CH2:22][CH2:23][CH3:24])[CH2:5][CH2:6][CH2:7][O:8][C:9]1[CH:14]=[CH:13][C:12]([N+:15]([O-])=O)=[CH:11][CH:10]=1)[CH3:3]>[Pd].CO>[ClH:1].[ClH:1].[CH2:2]([N:4]([CH2:18][CH2:19][CH2:20][CH2:21][CH2:22][CH2:23][CH3:24])[CH2:5][CH2:6][CH2:7][O:8][C:9]1[CH:10]=[CH:11][C:12]([NH2:15])=[CH:13][CH:14]=1)[CH3:3] |f:0.1,4.5.6|. Reported procedure: In a manner similar to Preparation 42 hydrogenate N-ethyl-N-heptyl-3-(4-nitrophenoxy)propanamine hydrochloride over 10% palladium on carbon in methanol to obtain the title compound. Starting materials: C1(=CC=C(C=C1)C(=O)Cl)C (p-toluoyl chloride), NCCC1=C(C=CC=C1)Cl (1-Amino-2-(2-chlorophenyl)ethane), ice water. Run in N1=CC=CC=C1 (pyridine). Conditions: time 3 hour. Product: C1(=CC=C(C=C1)C(=O)NCCC1=C(C=CC=C1)Cl)C (1-(p-toluoylamino)-2-(2-chlorophenyl)ethane). Yield: 92.0%. As a reaction SMILES: [NH2:1][CH2:2][CH2:3][C:4]1[CH:9]=[CH:8][CH:7]=[CH:6][C:5]=1[Cl:10].[C:11]1([CH3:20])[CH:16]=[CH:15][C:14]([C:17](Cl)=[O:18])=[CH:13][CH:12]=1>N1C=CC=CC=1>[C:11]1([CH3:20])[CH:16]=[CH:15][C:14]([C:17]([NH:1][CH2:2][CH2:3][C:4]2[CH:9]=[CH:8][CH:7]=[CH:6][C:5]=2[Cl:10])=[O:18])=[CH:13][CH:12]=1. Procedure: 1-Amino-2-(2-chlorophenyl)ethane (44.5 g) was dissolved in 140 ml of pyridine, and with stirring under cooling, 44.5 g of p-toluoyl chloride was added dropwise. The reaction was performed at room temperature for 3 hours. The reaction mixture was poured into ice water, and the crystals that precipitated were collected by filtration. The crystals were dissolved in benzene, washed successively with hydrochloric acid, water and saturated aqueous sodium chloride solution, and dried. The solvent was d...